The task is: describe an organic reaction: reactants, conditions, products, and yield. This data is from the Open Reaction Database (ORD), a public repository of structured organic reaction records. Starting materials: C([O-])(O)=O.[Na+] (sodium bicarbonate), OC1=C(C(=O)O)C=CC(=C1)O (2,4-Dihydroxybenzoic acid), C12(CC3CC(CC(C1)C3)C2)O (1-adamantanol), S(O)(O)(=O)=O (sulfuric acid). The solvent is O (water), C(C)(=O)O (acetic acid), ClCCl (dichloromethane). Yields the product C12(CC3CC(CC(C1)C3)C2)C=2C(=CC(=C(C(=O)O)C2)O)O (5-adamantan-1-yl-2,4-dihydroxybenzoic acid). Yield: 51.0%. RXN SMILES: [OH:1][C:2]1[CH:10]=[C:9]([OH:11])[CH:8]=[CH:7][C:3]=1[C:4]([OH:6])=[O:5].[C:12]12(O)[CH2:21][CH:16]3[CH2:17][CH:18]([CH2:20][CH:14]([CH2:15]3)[CH2:13]1)[CH2:19]2.S(=O)(=O)(O)O.C(=O)(O)[O-].[Na+]>ClCCl.O.C(O)(=O)C>[C:12]12([C:8]3[C:9]([OH:11])=[CH:10][C:2]([OH:1])=[C:3]([CH:7]=3)[C:4]([OH:6])=[O:5])[CH2:21][CH:16]3[CH2:17][CH:18]([CH2:20][CH:14]([CH2:15]3)[CH2:13]1)[CH2:19]2 |f:3.4|. Procedure details: 2,4-Dihydroxybenzoic acid (9.24 g) and 1-adamantanol (9.14 g) are dissolved in dichloromethane (200 mL) and then stirred. After adding acetic acid (17.1 mL) mixed with concentrated sulfuric acid (3.3 mL) dropwise, the mixture is stirred at room temperature for 12 hours. After adding water (200 mL), sodium bicarbonate is added until the pH of the solution becomes 6. The produced solid is filtered to obtain 8.82 g of 5-adamantan-1-yl-2,4-dihydroxybenzoic acid as solid of a light color. Reactants: N#CBr (cyanogen bromide), C[Si](C)(C)[N-][Si](C)(C)C.[Li+] (lithium bis(trimethylsilyl)amide), C(C(C)C)NC1=C(C=CC(=C1)Cl)[N+](=O)[O-] (N-[isobutyl]2-nitro-5-chloroaniline), ice. Run in O1CCCC1 (tetrahydrofuran). Conditions: time 30 minute. Yields the product C(#N)N(C1=C(C=CC(=C1)Cl)[N+](=O)[O-])CC(C)C (N-[Cyano]-[isobutyl]2-nitro-5-chloroaniline). The yield is 92.9%. Reaction SMILES: C[Si]([N-][Si](C)(C)C)(C)C.[Li+].[CH2:11]([NH:15][C:16]1[CH:21]=[C:20]([Cl:22])[CH:19]=[CH:18][C:17]=1[N+:23]([O-:25])=[O:24])[CH:12]([CH3:14])[CH3:13].[N:26]#[C:27]Br>O1CCCC1>[C:27]([N:15]([CH2:11][CH:12]([CH3:14])[CH3:13])[C:16]1[CH:21]=[C:20]([Cl:22])[CH:19]=[CH:18][C:17]=1[N+:23]([O-:25])=[O:24])#[N:26] |f:0.1|. Procedure details: Add lithium bis(trimethylsilyl)amide (45 mL, 1M in tetrahydrofuran) to a solution of N-[isobutyl]2-nitro-5-chloroaniline (5.2 g, 0.0226 mol) in tetrahydrofuran (50 mL) cooled in an ice bathe Stir for 30 minutes and add cyanogen bromide (5.3 g, 0.050 mol). Stir at room temperature for 3 hours. Concentrate under reduced pressure. Dissolve residue in dichloromethane, wash saturated aqueous sodium chloride, dry over magnesium sulfate, filter, and concentrate under reduced pressure. Subject residue t... The reactants are CO, O=[N+]([O-])c1ccc2c(c1)SCCN2CCCN1CCCC1, NN, O. Yields the product Nc1ccc2c(c1)SCCN2CCCN1CCCC1. Reaction SMILES: [CH3:25][OH:26].[N+:1]([O-:2])(=[O:3])[c:4]1[cH:5][cH:6][c:7]2[c:8]([cH:21]1)[S:9][CH2:10][CH2:11][N:12]2[CH2:13][CH2:14][CH2:15][N:16]1[CH2:17][CH2:18][CH2:19][CH2:20]1.[NH2:23][NH2:24].[OH2:22]>>[NH2:1][c:4]1[cH:5][cH:6][c:7]2[c:8]([cH:21]1)[S:9][CH2:10][CH2:11][N:12]2[CH2:13][CH2:14][CH2:15][N:16]1[CH2:17][CH2:18][CH2:19][CH2:20]1.